This data is from the Open Reaction Database (ORD), a public repository of structured organic reaction records. The task is: describe an organic reaction: reactants, conditions, products, and yield The reactants are C(C)(C)(C)OC(NCCC[C@H]1C(N[C@@H](CC2=C(C=CC(C=3C=CC(=C(C[C@@H](C(N1)=O)NC(=O)OC(C)(C)C)C3)O)=C2)O)C(=O)N[C@@H](CCCNC(=N)N)C(=O)NCCN)=O)=O (tert-butyl{3-[(8S,11S,14S)-8-{[((1S)-1-{[(2-aminoethyl)amino]carbonyl}-4-{[amino(imino)methyl]amino}butyl)amino]carbonyl}-14-[(tert-butoxycarbonyl)amino]-5,17-dihydroxy-10,13-dioxo-9,12-diazatricyclo[14.3.1.12,6]henicosa-1(20),2(21),3,5,16,18-hexaen-11-yl]propyl}carbamate), solution, Cl (hydrogen chloride). The solvent is O1CCOCC1 (dioxane). Run at time 30 minute. The product is Cl.Cl.Cl.Cl.Cl.N[C@@H]1C(N[C@H](C(N[C@@H](CC2=C(C=CC(C=3C=CC(=C(C1)C3)O)=C2)O)C(=O)N[C@@H](CCCNC(=N)N)C(=O)NCCN)=O)CCCN)=O ((8S,11S,14S)-14-Amino-N-((1S)-1-{[(2-aminoethyl)amino]carbonyl}-4-{[amino(imino)methyl]amino}butyl)-11-(3-aminopropyl)-5,17-dihydroxy-10,13-dioxo-9,12-diazatricyclo[14.3.1.12,6]henicosa-1(20),2(21),3,5,16,18-hexaene-8-carboxamide pentahydrochloride). As a reaction SMILES: C(OC(=O)[NH:7][CH2:8][CH2:9][CH2:10][C@@H:11]1[NH:29][C:28](=[O:30])[C@@H:27]([NH:31]C(OC(C)(C)C)=O)[CH2:26][C:25]2[CH:39]=[C:21]([CH:22]=[CH:23][C:24]=2[OH:40])[C:20]2=[CH:41][C:16](=[C:17]([OH:42])[CH:18]=[CH:19]2)[CH2:15][C@@H:14]([C:43]([NH:45][C@H:46]([C:54]([NH:56][CH2:57][CH2:58][NH2:59])=[O:55])[CH2:47][CH2:48][CH2:49][NH:50][C:51]([NH2:53])=[NH:52])=[O:44])[NH:13][C:12]1=[O:60])(C)(C)C.[ClH:62]>O1CCOCC1>[ClH:62].[ClH:62].[ClH:62].[ClH:62].[ClH:62].[NH2:31][C@H:27]1[CH2:26][C:25]2[CH:39]=[C:21]([CH:22]=[CH:23][C:24]=2[OH:40])[C:20]2=[CH:41][C:16](=[C:17]([OH:42])[CH:18]=[CH:19]2)[CH2:15][C@@H:14]([C:43]([NH:45][C@H:46]([C:54]([NH:56][CH2:57][CH2:58][NH2:59])=[O:55])[CH2:47][CH2:48][CH2:49][NH:50][C:51]([NH2:53])=[NH:52])=[O:44])[NH:13][C:12](=[O:60])[C@H:11]([CH2:10][CH2:9][CH2:8][NH2:7])[NH:29][C:28]1=[O:30] |f:3.4.5.6.7.8|. Reported procedure: 5.3 mg (0.005 mmol) of tert-butyl{3-[(8S,11S,14S)-8-{[((1S)-1-{[(2-aminoethyl)amino]carbonyl}-4-{[amino(imino)methyl]amino}butyl)amino]carbonyl}-14-[(tert-butoxycarbonyl)amino]-5,17-dihydroxy-10,13-dioxo-9,12-diazatricyclo[14.3.1.12,6]henicosa-1(20),2(21),3,5,16,18-hexaen-11-yl]propyl}carbamate di(hydrotrifluoroacetate) (Example 209A) are added into 0.4 ml of a 4N solution of hydrogen chloride in dioxane and stirred at RT for 30 min. The reaction solution is concentrated, coevaporated with dichl... Starting materials: C(C=C)[C@@]1(C(N([C@@H]([C@H](C1)C1=CC(=CC=C1)Cl)C1=CC=C(C=C1)Cl)[C@H](C=O)CC)=O)C ((S)-2-((3S,5R,6S)-3-Allyl-5-(3-chlorophenyl)-6-(4-chlorophenyl)-3-methyl-2-oxopiperidin-1-yl)butanal), N1(CCNCC1)C(=O)OC(C)(C)C (tert-butyl piperazine-1-carboxylate). The product is C(C=C)[C@@]1(C(N([C@@H]([C@H](C1)C1=CC(=CC=C1)Cl)C1=CC=C(C=C1)Cl)[C@H](CN1CCN(CC1)C(=O)OC(C)(C)C)CC)=O)C (tert-butyl 4-((S)-2-((3S,5R,6S)-3-allyl-5-(3-chlorophenyl)-6-(4-chlorophenyl)-3-methyl-2-oxopiperidin-1-yl)butyl)piperazine-1-carboxylate). RXN SMILES: [CH2:1]([C@@:4]1([CH3:30])[CH2:9][C@H:8]([C:10]2[CH:15]=[CH:14][CH:13]=[C:12]([Cl:16])[CH:11]=2)[C@@H:7]([C:17]2[CH:22]=[CH:21][C:20]([Cl:23])=[CH:19][CH:18]=2)[N:6]([C@@H:24]([CH2:27][CH3:28])[CH:25]=O)[C:5]1=[O:29])[CH:2]=[CH2:3].[N:31]1([C:37]([O:39][C:40]([CH3:43])([CH3:42])[CH3:41])=[O:38])[CH2:36][CH2:35][NH:34][CH2:33][CH2:32]1>>[CH2:1]([C@@:4]1([CH3:30])[CH2:9][C@H:8]([C:10]2[CH:15]=[CH:14][CH:13]=[C:12]([Cl:16])[CH:11]=2)[C@@H:7]([C:17]2[CH:22]=[CH:21][C:20]([Cl:23])=[CH:19][CH:18]=2)[N:6]([C@@H:24]([CH2:27][CH3:28])[CH2:25][N:34]2[CH2:35][CH2:36][N:31]([C:37]([O:39][C:40]([CH3:43])([CH3:42])[CH3:41])=[O:38])[CH2:32][CH2:33]2)[C:5]1=[O:29])[CH:2]=[CH2:3]. Reported procedure: The title compound was prepared from (S)-2-((3S,5R,6S)-3-allyl-5-(3-chlorophenyl)-6-(4-chlorophenyl)-3-methyl-2-oxopiperidin-1-yl)butanal (Example 91, Step C) and tert-butyl piperazine-1-carboxylate according to the procedure described in Example 91 Step D. Run at time 1 hour. Starting materials: ice, NC1C(CN(C1)[C@H](C)C1=CC=CC=C1)(C)C (4-amino-3,3-dimethyl-1-[1-(R)-phenylethyl]-pyrrolidine), C(C)(C)(C)OC(=O)NC(C#N)C1=CC=CC=C1 (2-(tert-butoxycarbonylamino)-2-phenylacetonitrile). Yield: 80.3%. Procedure details: To an ice cooled solution of 3.69 g of 4-amino-3,3-dimethyl-1-[1-(R)-phenylethyl]-pyrrolidine in 40 ml of anhydrous tetrahydrofuran there was added 4.92 g of 2-(tert-butoxycarbonylamino)-2-phenylacetonitrile and the mixture was stirred at room temperature for 1 hr. Solvent was removed under reduced pressure, and to the residue there was added ethyl acetate. The mixture was washed with a 1N sodium hydroxide aqueous solution three times and then dried. Solvent was then removed under reduced pressu... Yields the product C(C)(C)(C)OC(=O)NC1C(CN(C1)[C@H](C)C1=CC=CC=C1)(C)C (4-tert-Butoxycarbonylamino-3,3-dimethyl-1-[1-(R)-phenylethyl]-pyrrolidine). The solvent is O1CCCC1 (tetrahydrofuran). RXN SMILES: [NH2:1][CH:2]1[CH2:6][N:5]([C@@H:7]([C:9]2[CH:14]=[CH:13][CH:12]=[CH:11][CH:10]=2)[CH3:8])[CH2:4][C:3]1([CH3:16])[CH3:15].[C:17]([O:21][C:22](NC(C1C=CC=CC=1)C#N)=[O:23])([CH3:20])([CH3:19])[CH3:18]>O1CCCC1>[C:17]([O:21][C:22]([NH:1][CH:2]1[CH2:6][N:5]([C@@H:7]([C:9]2[CH:14]=[CH:13][CH:12]=[CH:11][CH:10]=2)[CH3:8])[CH2:4][C:3]1([CH3:15])[CH3:16])=[O:23])([CH3:20])([CH3:19])[CH3:18].